Dataset: the Open Reaction Database (ORD), a public repository of structured organic reaction records. Task: describe an organic reaction: reactants, conditions, products, and yield Reactants: OCCc1ccc(Br)cc1Cl, CCOC(=O)CC(NC(=O)OCc1ccccc1)c1cccc(NC(=O)OCCc2ccc(Br)cc2C)c1, CC(C)(C)OC(=O)NCc1cccc(N=C=O)c1. Product: CC(C)(C)OC(=O)NCc1cccc(NC(=O)OCCc2ccc(Br)cc2Cl)c1. Reaction SMILES: [Br:57][c:58]1[cH:59][c:60]([Cl:67])[c:61]([CH2:64][CH2:65][OH:66])[cH:62][cH:63]1.[CH2:1]([O:2][C:3]([NH:4][CH:5]([c:6]1[cH:7][cH:8][cH:9][c:10]([NH:11][C:12]([O:13][CH2:14][CH2:15][c:16]2[cH:17][cH:18][c:19]([Br:20])[cH:21][c:22]2[CH3:23])=[O:24])[cH:25]1)[CH2:26][C:27]([O:28][CH2:29][CH3:30])=[O:31])=[O:32])[c:33]1[cH:34][cH:35][cH:36][cH:37][cH:38]1.[N:39](=[C:40]=[O:41])[c:42]1[cH:43][c:44]([CH2:45][NH:46][C:47]([O:48][C:49]([CH3:50])([CH3:51])[CH3:52])=[O:53])[cH:54][cH:55][cH:56]1>>[NH:39]([C:40](=[O:41])[O:66][CH2:65][CH2:64][c:61]1[c:60]([Cl:67])[cH:59][c:58]([Br:57])[cH:63][cH:62]1)[c:42]1[cH:43][c:44]([CH2:45][NH:46][C:47]([O:48][C:49]([CH3:50])([CH3:51])[CH3:52])=[O:53])[cH:54][cH:55][cH:56]1. Reactants: CC(C)C[Al+]CC(C)C, CO, Cc1ccccc1, CON(C)C(=O)c1ccc([N+](=O)[O-])cc1Cl, [H-]. Yields the product O=Cc1ccc([N+](=O)[O-])cc1Cl. Reaction SMILES: [CH2:2]([Al+:3][CH2:4][CH:5]([CH3:6])[CH3:7])[CH:8]([CH3:9])[CH3:10].[CH3:27][OH:28].[CH3:29][c:30]1[cH:31][cH:32][cH:33][cH:34][cH:35]1.[Cl:11][c:12]1[c:13]([C:14](=[O:15])[N:16]([O:17][CH3:18])[CH3:19])[cH:20][cH:21][c:22]([N+:24](=[O:25])[O-:26])[cH:23]1.[H-:1]>>[Cl:11][c:12]1[c:13]([CH:14]=[O:15])[cH:20][cH:21][c:22]([N+:24](=[O:25])[O-:26])[cH:23]1.